This data is from the Open Reaction Database (ORD), a public repository of structured organic reaction records. The task is: describe an organic reaction: reactants, conditions, products, and yield Starting materials: O.O.[Sn](Cl)Cl (tin(II) chloride dihydrate), NC1=NC(=CC(=C1[N+](=O)[O-])C)Cl (2-Amino-6-chloro-4-methyl-3-nitropiridine), N (ammonia), C([O-])([O-])=O.[Na+].[Na+] (sodium carbonate), polyphosphoric acid, C(C)(=O)O (acetic acid), [OH-].[Na+] (sodium hydroxide), ice water. Solvent: C(C)(=O)OCC (ethyl acetate), C(C)O (ethanol). Reaction conditions: temperature 75 celsius, time 2 hour. Yields the product ClC1=CC(=C2C(=N1)N=C(N2)C)C (5-Chloro-2,7-dimethylimidazo[4,5-b]pyridine). As a reaction SMILES: [NH2:1][C:2]1[C:7]([N+:8]([O-])=O)=[C:6]([CH3:11])[CH:5]=[C:4]([Cl:12])[N:3]=1.O.O.[Sn](Cl)Cl.[OH-].[Na+].[C:20](O)(=O)[CH3:21].C(=O)([O-])[O-].[Na+].[Na+].N>C(O)C.C(OCC)(=O)C>[Cl:12][C:4]1[N:3]=[C:2]2[N:1]=[C:20]([CH3:21])[NH:8][C:7]2=[C:6]([CH3:11])[CH:5]=1 |f:1.2.3,4.5,7.8.9|. Reported procedure: 2-Amino-6-chloro-4-methyl-3-nitropiridine (1.2 g, 6.40 mmol) synthesized according to the method described in WO98/02442 was dissolved in ethanol (65 mL), and tin(II) chloride dihydrate (4.33 g, 19.2 mmol) was added, followed by stirring at 75° C. for 2 hours. The reaction mixture was diluted with ethyl acetate and was added with 3 mol/L aqueous sodium hydroxide solution. The unsoluble material was filtered out through Celite, and washed with ethyl acetate. The filtrate was sequentially washed w... Reactants: BrC=1C=C(C(=O)OC(C)(C)C)C=CC1C (tert-butyl 3-bromo-4-methylbenzoate), BrC1=CC=C(C=C1)C1=CC=C(C=C1)C(=O)O (4′-bromobiphenyl-4-carboxylic acid), S(=O)(Cl)Cl (thionyl chloride), CC(C)([O-])C.[Li+] (lithium tert-butoxide). Yields the product BrC1=CC=C(C=C1)C1=CC=C(C=C1)C(=O)OC(C)(C)C (tert-butyl 4′-bromobiphenyl-4-carboxylate). As a reaction SMILES: Br[C:2]1[CH:3]=[C:4]([CH:12]=[CH:13][C:14]=1[CH3:15])[C:5]([O:7][C:8]([CH3:11])([CH3:10])[CH3:9])=[O:6].[Br:16][C:17]1[CH:22]=[CH:21]C(C2C=CC(C(O)=O)=CC=2)=[CH:19][CH:18]=1.S(Cl)(Cl)=O.CC(C)([O-])C.[Li+]>>[Br:16][C:17]1[CH:22]=[CH:21][C:15]([C:14]2[CH:13]=[CH:12][C:4]([C:5]([O:7][C:8]([CH3:11])([CH3:10])[CH3:9])=[O:6])=[CH:3][CH:2]=2)=[CH:19][CH:18]=1 |f:3.4|. Procedure details: Compound 210.1 was prepared as described for the preparation of 183.1 from 4′-bromobiphenyl-4-carboxylic acid, thionyl chloride and lithium tert-butoxide.